Dataset: the Open Reaction Database (ORD), a public repository of structured organic reaction records. Task: describe an organic reaction: reactants, conditions, products, and yield Reactants: [BH4-].[Na+] (sodium borohydride), [OH-].[Na+] (sodium hydroxide), OC1=CC=C(C=N[C@H](C)C2=CC=C(C=C2)C)C=C1 ((R)-(-)-N-(p-hydroxybenzylidene)-1-(p-tolyl)ethylamine), Cl (hydrochloric acid). Run in O (water), C(C)O (ethyl alcohol), C(Cl)(Cl)Cl (chloroform). Reaction conditions: time 1 hour. Yields the product OC1=CC=C(CN[C@H](C)C2=CC=C(C=C2)C)C=C1 ((R)-(+)-N-(p-hydroxybenzyl)-1-(p-tolyl)ethylamine). Isolated yield 99.1%. As a reaction SMILES: [OH:1][C:2]1[CH:18]=[CH:17][C:5]([CH:6]=[N:7][C@@H:8]([C:10]2[CH:15]=[CH:14][C:13]([CH3:16])=[CH:12][CH:11]=2)[CH3:9])=[CH:4][CH:3]=1.[BH4-].[Na+].Cl.[OH-].[Na+]>C(O)C.C(Cl)(Cl)Cl.O>[OH:1][C:2]1[CH:3]=[CH:4][C:5]([CH2:6][NH:7][C@@H:8]([C:10]2[CH:11]=[CH:12][C:13]([CH3:16])=[CH:14][CH:15]=2)[CH3:9])=[CH:17][CH:18]=1 |f:1.2,4.5|. Reported procedure: 19.0 g (0.0794 mole) of (R)-(-)-N-(p-hydroxybenzylidene)-1-(p-tolyl)ethylamine were dissolved in 200 ml of ethyl alcohol. The resulting solution was admixed with 1.50 g (0.04 mole) of sodium borohydride at room temperature, stirred at a temperature of from 25° to 30° C. for 1 hours, and then stirred at a temperature of from 55° to 60° C. for 1 hours. After the completion of the reaction, 47 ml of a 10% hydrochloric acid were added at room temperature to the reaction mixture, which was then conce...